From a dataset of the Open Reaction Database (ORD), a public repository of structured organic reaction records. describe an organic reaction: reactants, conditions, products, and yield Reactants: CC1(C)C(C=C(Cl)Cl)C1C(=O)Cl, N#C[Na], C1CCOC1, O=Cc1cccc(Oc2ccccc2)c1, O. Yields the product CC1(C)C(C=C(Cl)Cl)C1C(=O)OC(C#N)c1cccc(Oc2ccccc2)c1. As a reaction SMILES: [Cl:20][C:21](=[CH:22][CH:23]1[C:24]([CH3:29])([CH3:30])[CH:25]1[C:26](=[O:27])[Cl:28])[Cl:31].[Na:1][C:2]#[N:3].[O:32]1[CH2:33][CH2:34][CH2:35][CH2:36]1.[O:5]([c:6]1[cH:7][cH:8][cH:9][cH:10][cH:11]1)[c:12]1[cH:13][c:14]([CH:15]=[O:16])[cH:17][cH:18][cH:19]1.[OH2:4]>>[C:2](#[N:3])[CH:15]([c:14]1[cH:13][c:12]([O:5][c:6]2[cH:7][cH:8][cH:9][cH:10][cH:11]2)[cH:19][cH:18][cH:17]1)[O:16][C:26]([CH:25]1[CH:23]([CH:22]=[C:21]([Cl:20])[Cl:31])[C:24]1([CH3:29])[CH3:30])=[O:27].